From a dataset of the Open Reaction Database (ORD), a public repository of structured organic reaction records. describe an organic reaction: reactants, conditions, products, and yield The reactants are C(#N)C=1C(=C(C=CC1F)[C@H]1N(C[C@H]2N(C1)CCNC2)C(=O)OC(C)(C)C)C ((3R,9aS)-tert-butyl 3-(3-cyano-4-fluoro-2-methylphenyl)hexahydro-1H-pyrazino[1,2-a]pyrazine-2(6H)-carboxylate), FC1=CC=C(C(=C1C#N)C)C1OC1 (6-fluoro-2-methyl-3-(oxiran-2-yl)benzonitrile), OC[C@H]1CN(CCN1)C(=O)OC(C)(C)C ((R)-tert-butyl 3-(hydroxymethyl)piperazine-1-carboxylate). Product: C(#N)C=1C(=C(C=CC1F)[C@@H]1N(C[C@@H]2N(C1)CCNC2)C(=O)OC(C)(C)C)C ((3S,9aR)-tert-butyl 3-(3-cyano-4-fluoro-2-methylphenyl)hexahydro-1H-pyrazino[1,2-a]pyrazine-2(6H)-carboxylate). RXN SMILES: [C:1]([C:3]1[C:4]([CH3:27])=[C:5]([C@@H:10]2[CH2:15][N:14]3[CH2:16][CH2:17][NH:18][CH2:19][C@H:13]3[CH2:12][N:11]2[C:20]([O:22][C:23]([CH3:26])([CH3:25])[CH3:24])=[O:21])[CH:6]=[CH:7][C:8]=1[F:9])#[N:2].FC1C(C#N)=C(C)C(C2CO2)=CC=1.OC[C@@H]1NCCN(C(OC(C)(C)C)=O)C1>>[C:1]([C:3]1[C:4]([CH3:27])=[C:5]([C@H:10]2[CH2:15][N:14]3[CH2:16][CH2:17][NH:18][CH2:19][C@@H:13]3[CH2:12][N:11]2[C:20]([O:22][C:23]([CH3:25])([CH3:24])[CH3:26])=[O:21])[CH:6]=[CH:7][C:8]=1[F:9])#[N:2]. Reported procedure: The title compound was prepared in an analogous fashion to that described for the synthesis of (3R,9aS)-tert-butyl 3-(3-cyano-4-fluoro-2-methylphenyl)hexahydro-1H-pyrazino[1,2-a]pyrazine-2(6H)-carboxylate starting from 6-fluoro-2-methyl-3-(oxiran-2-yl)benzonitrile and (R)-tert-butyl 3-(hydroxymethyl)piperazine-1-carboxylate. LC/MS: 375.16 (M+1)+.